The task is: describe an organic reaction: reactants, conditions, products, and yield. This data is from the Open Reaction Database (ORD), a public repository of structured organic reaction records. The reactants are C(#C)C=1C=NN2C1N=C(C=C2C(F)(F)F)C2=CC=C(C=C2)C(F)(F)F (3-ethynyl-7-trifluoromethyl-5-(4-trifluoromethyl-phenyl)-pyrazolo[1,5-a]pyrimidine), BrC1=CC=C(C=C1)S(=O)(=O)N1CCOCC1 (4-(4-Bromo-benzenesulfonyl)-morpholine). Yields the product N1(CCOCC1)S(=O)(=O)C1=CC=C(C=C1)C#CC=1C=NN2C1N=C(C=C2C(F)(F)F)C2=CC=C(C=C2)C(F)(F)F (3-[4-(Morpholine-4-sulfonyl)-phenylethynyl]-7-trifluoromethyl-5-(4-trifluoromethyl-phenyl)-pyrazolo[1,5-a]pyrimidine), solid. The yield is 77.0%. As a reaction SMILES: [C:1]([C:3]1[CH:4]=[N:5][N:6]2[C:11]([C:12]([F:15])([F:14])[F:13])=[CH:10][C:9]([C:16]3[CH:21]=[CH:20][C:19]([C:22]([F:25])([F:24])[F:23])=[CH:18][CH:17]=3)=[N:8][C:7]=12)#[CH:2].Br[C:27]1[CH:32]=[CH:31][C:30]([S:33]([N:36]2[CH2:41][CH2:40][O:39][CH2:38][CH2:37]2)(=[O:35])=[O:34])=[CH:29][CH:28]=1>>[N:36]1([S:33]([C:30]2[CH:31]=[CH:32][C:27]([C:2]#[C:1][C:3]3[CH:4]=[N:5][N:6]4[C:11]([C:12]([F:14])([F:13])[F:15])=[CH:10][C:9]([C:16]5[CH:21]=[CH:20][C:19]([C:22]([F:25])([F:24])[F:23])=[CH:18][CH:17]=5)=[N:8][C:7]=34)=[CH:28][CH:29]=2)(=[O:34])=[O:35])[CH2:37][CH2:38][O:39][CH2:40][CH2:41]1. Procedure details: The title compound was prepared from 3-ethynyl-7-trifluoromethyl-5-(4-trifluoromethyl-phenyl)-pyrazolo[1,5-a]pyrimidine (example C.1) (355 mg, 1.0 mmol) and 4-(4-bromo-benzenesulfonyl)-morpholine (example B.26) (276 mg, 1.0 mmol) according to general procedure II. Obtained as an orange solid (450 mg, 77%). MS (ISP) 581.2 [(M+H)+]; mp 229-231° C. The reactants are Cn1c(C(F)(F)F)cc(=O)n(-c2cc(Oc3ccccc3OCc3ccccc3)c([N+](=O)[O-])cc2F)c1=O, CC(=O)O, [Fe], O. The product is Cn1c(C(F)(F)F)cc(=O)n(-c2cc(Oc3ccccc3OCc3ccccc3)c(N)cc2F)c1=O. Reaction SMILES: [CH2:2]([c:3]1[cH:4][cH:5][cH:6][cH:7][cH:8]1)[O:9][c:10]1[c:11]([O:12][c:13]2[c:14]([N+:33]([O-:34])=[O:35])[cH:15][c:16]([F:32])[c:17](-[n:19]3[c:20](=[O:31])[n:21]([CH3:30])[c:22]([C:26]([F:27])([F:28])[F:29])[cH:23][c:24]3=[O:25])[cH:18]2)[cH:36][cH:37][cH:38][cH:39]1.[CH3:40][C:41](=[O:42])[OH:43].[Fe:44].[OH2:1]>>[CH2:2]([c:3]1[cH:4][cH:5][cH:6][cH:7][cH:8]1)[O:9][c:10]1[c:11]([O:12][c:13]2[c:14]([NH2:33])[cH:15][c:16]([F:32])[c:17](-[n:19]3[c:20](=[O:31])[n:21]([CH3:30])[c:22]([C:26]([F:27])([F:28])[F:29])[cH:23][c:24]3=[O:25])[cH:18]2)[cH:36][cH:37][cH:38][cH:39]1.